This data is from the Open Reaction Database (ORD), a public repository of structured organic reaction records. The task is: describe an organic reaction: reactants, conditions, products, and yield Starting materials: C(C)(C)(C)OC(=O)N1CC2=CC=C(C=C2CC1)CCO (6-(2-Hydroxy-ethyl)-3,4-dihydro-1H-isoquinoline-2-carboxylic Acid Tert-Butyl Ester), CC1=CC=C(C=C1)S(=O)(=O)Cl (4-methyl-benzenesulfonyl chloride). Yields the product C(C)(C)(C)OC(=O)N1CC2=CC=C(C=C2CC1)CCOS(=O)(=O)C1=CC=C(C=C1)C (6-[2-(Toluene-4-sulfonyloxy)-ethyl]-3,4-dihydro-1H-isoquinoline-2-carboxylic acid tert-butyl ester). Reaction SMILES: [C:1]([O:5][C:6]([N:8]1[CH2:17][CH2:16][C:15]2[C:10](=[CH:11][CH:12]=[C:13]([CH2:18][CH2:19][OH:20])[CH:14]=2)[CH2:9]1)=[O:7])([CH3:4])([CH3:3])[CH3:2].[CH3:21][C:22]1[CH:27]=[CH:26][C:25]([S:28](Cl)(=[O:30])=[O:29])=[CH:24][CH:23]=1>>[C:1]([O:5][C:6]([N:8]1[CH2:17][CH2:16][C:15]2[C:10](=[CH:11][CH:12]=[C:13]([CH2:18][CH2:19][O:20][S:28]([C:25]3[CH:26]=[CH:27][C:22]([CH3:21])=[CH:23][CH:24]=3)(=[O:30])=[O:29])[CH:14]=2)[CH2:9]1)=[O:7])([CH3:4])([CH3:3])[CH3:2]. Procedure details: 6-[2-(Toluene-4-sulfonyloxy)-ethyl]-3,4-dihydro-1H-isoquinoline-2-carboxylic acid tert-butyl ester is prepared as example 7d from 1.60 g (5.77 mmol) 6-(2-hydroxy-ethyl)-3,4-dihydro-1H-isoquinoline-2-carboxylic acid tert-butyl ester (preparation 10b) and 1.21 g (6.35 mmol) 4-methyl-benzenesulfonyl chloride. The reactants are COc1cn(-c2cccc(Br)c2F)nc(-c2ccnn2-c2ccccc2)c1=O, O=C([O-])[O-], COCCOC, [Na+], [Na+], [Na+], O=C([O-])O, O, c1ccc(P(c2ccccc2)(c2ccccc2)[Pd](P(c2ccccc2)(c2ccccc2)c2ccccc2)(P(c2ccccc2)(c2ccccc2)c2ccccc2)P(c2ccccc2)(c2ccccc2)c2ccccc2)cc1, OB(O)c1cccnc1. Yields the product COc1cn(-c2cccc(-c3cccnc3)c2F)nc(-c2ccnn2-c2ccccc2)c1=O. Reaction SMILES: [Br:1][c:2]1[c:3]([F:28])[c:4](-[n:8]2[n:9][c:10](-[c:17]3[cH:18][cH:19][n:20][n:21]3-[c:22]3[cH:23][cH:24][cH:25][cH:26][cH:27]3)[c:11](=[O:16])[c:12]([O:14][CH3:15])[cH:13]2)[cH:5][cH:6][cH:7]1.[C:38](=[O:39])([O-:40])[O-:41].[CH3:49][O:50][CH2:51][CH2:52][O:53][CH3:54].[Na+:42].[Na+:43].[Na+:48].[O-:44][C:45]([OH:46])=[O:47].[OH2:55].[cH:56]1[cH:57][cH:58][c:59]([P:60]([Pd:61]([P:62]([c:63]2[cH:64][cH:65][cH:66][cH:67][cH:68]2)([c:69]2[cH:70][cH:71][cH:72][cH:73][cH:74]2)[c:75]2[cH:76][cH:77][cH:78][cH:79][cH:80]2)([P:81]([c:82]2[cH:83][cH:84][cH:85][cH:86][cH:87]2)([c:88]2[cH:89][cH:90][cH:91][cH:92][cH:93]2)[c:94]2[cH:95][cH:96][cH:97][cH:98][cH:99]2)[P:100]([c:101]2[cH:102][cH:103][cH:104][cH:105][cH:106]2)([c:107]2[cH:108][cH:109][cH:110][cH:111][cH:112]2)[c:113]2[cH:114][cH:115][cH:116][cH:117][cH:118]2)([c:119]2[cH:120][cH:121][cH:122][cH:123][cH:124]2)[c:125]2[cH:126][cH:127][cH:128][cH:129][cH:130]2)[cH:131][cH:132]1.[n:29]1[cH:30][c:31]([B:35]([OH:36])[OH:37])[cH:32][cH:33][cH:34]1>>[c:2]1(-[c:31]2[cH:30][n:29][cH:34][cH:33][cH:32]2)[c:3]([F:28])[c:4](-[n:8]2[n:9][c:10](-[c:17]3[cH:18][cH:19][n:20][n:21]3-[c:22]3[cH:23][cH:24][cH:25][cH:26][cH:27]3)[c:11](=[O:16])[c:12]([O:14][CH3:15])[cH:13]2)[cH:5][cH:6][cH:7]1. Run in O (water). Starting materials: C(C1=CC=CC=C1)N1C(NC=2C(=NC(=C(C21)C)C)N(CC=C)CC=C)=O (1-Benzyl-4-diallylamino-6,7-dimethyl-1,3-dihydro-imidazo[4,5-c]pyridin-2-one), C(C)#N (acetonitrile), RhCl(PPh3)3. Procedure: 1-Benzyl-4-diallylamino-6,7-dimethyl-1,3-dihydro-imidazo[4,5-c]pyridin-2-one (358 mg, 1 mmol) was taken up in water (10 mL) and acetonitrile (25 mL) and RhCl(PPh3)3 (286 mg, 0.3 mmol) was added in one portion and the mixture then heated at reflux for 16 h. The mixture was allowed to cool to room temperature, and then concentrated in vacuo, and the residue purified by column chromatography on silica gel using a gradient of 95:5→85:15 DCM:MeOH to afford the title compound as a pale brown solid (77... The yield is 28.7%. The product is C(C1=CC=CC=C1)N1C(NC=2C(=NC(=C(C21)C)C)N)=O (1-Benzyl-4-amino-6,7-dimethyl-1,3-dihydro-imidazo[4,5-c]Pyridin-2-one). Reaction SMILES: [CH2:1]([N:8]1[C:16]2[C:15]([CH3:17])=[C:14]([CH3:18])[N:13]=[C:12]([N:19](CC=C)CC=C)[C:11]=2[NH:10][C:9]1=[O:26])[C:2]1[CH:7]=[CH:6][CH:5]=[CH:4][CH:3]=1.C(#N)C>O>[CH2:1]([N:8]1[C:16]2[C:15]([CH3:17])=[C:14]([CH3:18])[N:13]=[C:12]([NH2:19])[C:11]=2[NH:10][C:9]1=[O:26])[C:2]1[CH:7]=[CH:6][CH:5]=[CH:4][CH:3]=1. The reactants are C\C(=C/CCC(C=C)=C)\CCC=C(C)C ((E)-7,11-dimethyl-3-methylenedodeca-1,6,10-triene), CO (Methanol). The reagents and catalysts are Cl[Pd]([P](C1=CC=CC=C1)(C2=CC=CC=C2)C3=CC=CC=C3)([P](C4=CC=CC=C4)(C5=CC=CC=C5)C6=CC=CC=C6)Cl (PdCl2(PPh3)2). Solvent: C1CCOC1 (THF). Conditions: temperature 90 celsius, time 64 hour. Product: CCC(=C)CC\C=C(/C)\CCC=C(C)C (β-Farnesene). Yield: 115.9%. Reaction SMILES: [CH3:1]/[C:2](/[CH2:10][CH2:11][CH:12]=[C:13]([CH3:15])[CH3:14])=[CH:3]\[CH2:4][CH2:5][C:6](=[CH2:9])[CH:7]=[CH2:8].CO>C1COCC1.Cl[Pd](Cl)([P](C1C=CC=CC=1)(C1C=CC=CC=1)C1C=CC=CC=1)[P](C1C=CC=CC=1)(C1C=CC=CC=1)C1C=CC=CC=1>[CH3:8][CH2:7][C:6]([CH2:5][CH2:4]/[CH:3]=[C:2](/[CH2:10][CH2:11][CH:12]=[C:13]([CH3:14])[CH3:15])\[CH3:1])=[CH2:9] |^1:25,44|. Procedure details: In a 75 mL Keim autoclave, containing a stirring bar, were placed (E)-7,11-dimethyl-3-methylenedodeca-1,6,10-triene (1.00 g, 4.89 mmol) in THF (20 ml). Methanol (200 μl, 4.94 mmol) and PdCl2(PPh3)2 (80 mg, 0.114 mmol) were added. Then the reactor was sealed and the mixture purged with 3×10 bar of carbon monoxide (CO). While stiffing, the autoclave was pressurized to 40 bar with CO and then heated in an oil bath at 90° C. Once the temperature equilibrated to the set point, the autoclave was press...